describe an organic reaction: reactants, conditions, products, and yield From a dataset of the Open Reaction Database (ORD), a public repository of structured organic reaction records. Starting materials: ClCCCCC1=CC=C(C=C1)C=1N=NSC1 (4-(4-(4-chlorobutyl)phenyl)-1,2,3-thiadiazole), S1N=C(C2=C1C=CC=C2)N2CCNCC2 (N-benzisothiazolylpiperazine), C(C)(C)N(CC)C(C)C (diisopropylethyl amine), C([O-])([O-])=O.[Na+].[Na+] (sodium carbonate), [I-].[Na+] (sodium iodide). Solvent: CC(=O)CC(C)C (methylisobutyl ketone), C(C)(=O)OCC (ethyl acetate). The product is S1N=C(C2=C1C=CC=C2)N2CCN(CC2)CCCCC2=CC=C(C=C2)C=2N=NSC2 (4-(4-(4-(4-(3-Benzisothiazolyl)piperazinyl)butyl)phenyl)-1,2,3-thiadiazole). RXN SMILES: Cl[CH2:2][CH2:3][CH2:4][CH2:5][C:6]1[CH:11]=[CH:10][C:9]([C:12]2[N:13]=[N:14][S:15][CH:16]=2)=[CH:8][CH:7]=1.[S:17]1[C:21]2[CH:22]=[CH:23][CH:24]=[CH:25][C:20]=2[C:19]([N:26]2[CH2:31][CH2:30][NH:29][CH2:28][CH2:27]2)=[N:18]1.C(N(C(C)C)CC)(C)C.C(=O)([O-])[O-].[Na+].[Na+].[I-].[Na+]>C(OCC)(=O)C.CC(CC(C)C)=O>[S:17]1[C:21]2[CH:22]=[CH:23][CH:24]=[CH:25][C:20]=2[C:19]([N:26]2[CH2:27][CH2:28][N:29]([CH2:2][CH2:3][CH2:4][CH2:5][C:6]3[CH:11]=[CH:10][C:9]([C:12]4[N:13]=[N:14][S:15][CH:16]=4)=[CH:8][CH:7]=3)[CH2:30][CH2:31]2)=[N:18]1 |f:3.4.5,6.7|. Reported procedure: To a 65 ml round-bottom flask equipped with condenser and N2 inlet were added 1.43 g (5.66 mmol) 4-(4-(4-chlorobutyl)phenyl)-1,2,3-thiadiazole, 0.90 g (4.11 mmol) N-benzisothiazolylpiperazine, 1.43 ml (8.22 mmol)diisopropylethyl amine, 0.87 g (8.22 mmol) sodium carbonate, 2 mg sodium iodide, and 30 ml methylisobutyl ketone. The reaction was refluxed for 24 hours, cooled, filtered, and the filtrate evaporated. The residue was chromatographed on silica gel using ethyl acetate/methylene chloride as...